Dataset: the Open Reaction Database (ORD), a public repository of structured organic reaction records. Task: describe an organic reaction: reactants, conditions, products, and yield Reaction conditions: time 14 hour. The yield is 25.9%. The solvent is C(Cl)(Cl)(Cl)Cl (CCl4). The reactants are C(C)(=O)O[C@@H]1CC2=CC[C@H]3[C@@H]4CC[C@H]([C@@H](CCCC(C(F)(F)F)(C(F)(F)F)O)C)[C@]4(CC[C@@H]3[C@]2(CC1)C)C (3β-Acetoxy-26,26,26,27,27,27-hexafluoro-25-hydroxycholest-5ene), BrN1C(CCC1=O)=O (N-bromosuccinimide). Yields the product C(C)(=O)O[C@@H]1CC2=CC=C3[C@@H]4CC[C@H]([C@@H](CCCC(C(F)(F)F)(C(F)(F)F)O)C)[C@]4(CC[C@@H]3[C@]2(CC1)C)C (3β-Acetoxy-26,26,26,27,27,27-hexafluorocholesta-5,7-dien-25-ol). Procedure: To a refluxing solution of the acetate 4 (19 mg) in CCl4 (2 ml), N-bromosuccinimide (9 mg) was added and the mixture was refluxed for 20 min under argon. After cooling, the resulting precipitate was filtered off, and the filtrate was evaporated under vacuo. The residue was dissolved in xylene (1.5 ml) and dropped into a refluxing solution of s-collidine (0.5 ml) in xylene (1.5 ml). After refluxing for 10 min, the mixture was extracted with ethyl acetate. The crude product was dissolved in aceton... RXN SMILES: [C:1]([O:4][C@H:5]1[CH2:36][CH2:35][C@@:34]2([CH3:37])[C:7](=[CH:8][CH2:9][C@@H:10]3[C@@H:33]2[CH2:32][CH2:31][C@@:30]2([CH3:38])[C@H:11]3[CH2:12][CH2:13][C@@H:14]2[C@H:15]([CH3:29])[CH2:16][CH2:17][CH2:18][C:19]([OH:28])([C:24]([F:27])([F:26])[F:25])[C:20]([F:23])([F:22])[F:21])[CH2:6]1)(=[O:3])[CH3:2].BrN1C(=O)CCC1=O>C(Cl)(Cl)(Cl)Cl>[C:1]([O:4][C@H:5]1[CH2:36][CH2:35][C@@:34]2([CH3:37])[C:7](=[CH:8][CH:9]=[C:10]3[C@@H:33]2[CH2:32][CH2:31][C@@:30]2([CH3:38])[C@H:11]3[CH2:12][CH2:13][C@@H:14]2[C@H:15]([CH3:29])[CH2:16][CH2:17][CH2:18][C:19]([OH:28])([C:24]([F:25])([F:26])[F:27])[C:20]([F:23])([F:21])[F:22])[CH2:6]1)(=[O:3])[CH3:2]. The reactants are [Br-], [Br-], [Br-], C[N+](C)(C)Cc1ccccc1, C[N+](C)(C)Cc1ccccc1, C[N+](C)(C)Cc1ccccc1, COc1ccc2c(c1)[nH]c(=O)n2CCN(C)C, CO, [Ca+2], ClCCl, O=C([O-])[O-]. The product is COc1cc2[nH]c(=O)n(CCN(C)C)c2cc1Br. As a reaction SMILES: [Br-:23].[Br-:24].[Br-:25].[CH2:26]([N+:27]([CH3:28])([CH3:29])[CH3:30])[c:31]1[cH:32][cH:33][cH:34][cH:35][cH:36]1.[CH2:37]([N+:38]([CH3:39])([CH3:40])[CH3:41])[c:42]1[cH:43][cH:44][cH:45][cH:46][cH:47]1.[CH2:48]([N+:49]([CH3:50])([CH3:51])[CH3:52])[c:53]1[cH:54][cH:55][cH:56][cH:57][cH:58]1.[CH3:1][N:2]([CH2:3][CH2:4][n:5]1[c:6](=[O:16])[nH:7][c:8]2[c:9]1[cH:10][cH:11][c:12]([O:14][CH3:15])[cH:13]2)[CH3:17].[CH3:59][OH:60].[Ca+2:18].[Cl:61][CH2:62][Cl:63].[O-:19][C:20](=[O:21])[O-:22]>>[CH3:1][N:2]([CH2:3][CH2:4][n:5]1[c:6](=[O:16])[nH:7][c:8]2[c:9]1[cH:10][c:11]([Br:23])[c:12]([O:14][CH3:15])[cH:13]2)[CH3:17].